This data is from the Open Reaction Database (ORD), a public repository of structured organic reaction records. The task is: describe an organic reaction: reactants, conditions, products, and yield Yield: 84.2%. Product: CC1=CC2=C(C=C1C)C1=C(CNCC1)C(O2)=O (1,2,3,4-Tetrahydro-8,9-dimethyl-5H-[1]benzopyrano[3,4-c]pyridin-5-one). Starting materials: CC=1C=C(C=CC1C)O (3,4-dimethylphenol), Cl.O=C1C(CNCC1)C(=O)OC (methyl 4-oxo-3-piperdinecarboxylate hydrochloride). Procedure details: Prepared by the method described in Example 1 from 3,4-dimethylphenol (10.0 g, 0.082 moles) and methyl 4-oxo-3-piperdinecarboxylate hydrochloride (11.3 g, 0.058 moles). Recrystallization from 2-methoxyethanol yielded the product (11.2 g), mp 172°-l74° C. As a reaction SMILES: [CH3:1][C:2]1[CH:3]=[C:4]([OH:9])[CH:5]=[CH:6][C:7]=1[CH3:8].Cl.O=[C:12]1[CH2:17][CH2:16][NH:15][CH2:14][CH:13]1[C:18](OC)=[O:19]>>[CH3:1][C:2]1[C:7]([CH3:8])=[CH:6][C:5]2[C:12]3[CH2:17][CH2:16][NH:15][CH2:14][C:13]=3[C:18](=[O:19])[O:9][C:4]=2[CH:3]=1 |f:1.2|. The reactants are N[C@@H]1[C@@H](CCCC1)NC(C1=C(C=C(C=C1C(F)(F)F)C(F)(F)F)OC)=O (cis-N-(2-Amino-cyclohexyl)-2-methoxy-4,6-bis-trifluoromethyl-benzamide), N[C@@H]1[C@@H](CCCC1)NC(C1=C(C=C(C=C1C(F)(F)F)C(F)(F)F)OC)=O (cis-N-(2-Amino-cyclohexyl)-2-methoxy-4,6-bis-trifluoromethyl-benzamide), S1CCC(CC1)=O (tetrahydro-4H-thiopyran-4-one). Yields the product COC1=C(C(=O)NC2C(CCCC2)NC2CCSCC2)C(=CC(=C1)C(F)(F)F)C(F)(F)F (2-Methoxy-N-[(1RS,2SR)-2-(tetrahydro-thiopyran-4-ylamino)-cyclohexyl]-4,6-bis-trifluoromethyl-benzamide). Reaction SMILES: [NH2:1][C@H:2]1[CH2:7][CH2:6][CH2:5][CH2:4][C@H:3]1[NH:8][C:9](=[O:26])[C:10]1[C:15]([C:16]([F:19])([F:18])[F:17])=[CH:14][C:13]([C:20]([F:23])([F:22])[F:21])=[CH:12][C:11]=1[O:24][CH3:25].[S:27]1[CH2:32][CH2:31][C:30](=O)[CH2:29][CH2:28]1>>[CH3:25][O:24][C:11]1[CH:12]=[C:13]([C:20]([F:21])([F:22])[F:23])[CH:14]=[C:15]([C:16]([F:19])([F:18])[F:17])[C:10]=1[C:9]([NH:8][CH:3]1[CH2:4][CH2:5][CH2:6][CH2:7][CH:2]1[NH:1][CH:30]1[CH2:31][CH2:32][S:27][CH2:28][CH2:29]1)=[O:26]. Procedure: The title compound, white foam, MS: m/e=485.3 [(M+H)+], was prepared in accordance with the general method of example 11 from cis-N-(2-amino-cyclohexyl)-2-methoxy-4,6-bis-trifluoromethyl-benzamide (intermediate H) and tetrahydro-4H-thiopyran-4-one. Starting materials: FC1=C(C(=O)O)C=C(C(=C1)F)F (2,4,5-trifluorobenzoic acid), C(C)(C)(C)N (t-butylamine). Product: C(C)(C)(C)NC(C1=C(C=C(C(=C1)F)F)F)=O (N-t-Butyl-2,4,5-trifluorobenzamide). As a reaction SMILES: [F:1][C:2]1[CH:10]=[C:9]([F:11])[C:8]([F:12])=[CH:7][C:3]=1[C:4]([OH:6])=O.[C:13]([NH2:17])([CH3:16])([CH3:15])[CH3:14]>>[C:13]([NH:17][C:4](=[O:6])[C:3]1[CH:7]=[C:8]([F:12])[C:9]([F:11])=[CH:10][C:2]=1[F:1])([CH3:16])([CH3:15])[CH3:14]. Procedure details: The title compound was prepared by the same method as that described in Example 26, using 2,4,5-trifluorobenzoic acid and t-butylamine. The reactants are CCC(O[Si](c1ccccc1)(c1ccccc1)C(C)(C)C)C(=O)O, COC(C)C(=O)N1N=C(c2cc(F)ccc2F)SC1(CCCN)c1ccccc1. Yields the product CCC(OC)C(=O)N1N=C(c2cc(F)ccc2F)SC1(CCCN)c1ccccc1. RXN SMILES: [C:1]([Si:2]([c:3]1[cH:4][cH:5][cH:6][cH:7][cH:8]1)([c:9]1[cH:10][cH:11][cH:12][cH:13][cH:14]1)[O:15][CH:16]([CH2:17][CH3:18])[C:19]([OH:20])=[O:21])([CH3:22])([CH3:23])[CH3:24].[NH2:25][CH2:26][CH2:27][CH2:28][C:29]1([c:48]2[cH:49][cH:50][cH:51][cH:52][cH:53]2)[S:30][C:31]([c:40]2[c:41]([F:47])[cH:42][cH:43][c:44]([F:46])[cH:45]2)=[N:32][N:33]1[C:34]([CH:35]([CH3:36])[O:37][CH3:38])=[O:39]>>[CH3:1][CH2:36][CH:35]([C:34]([N:33]1[C:29]([CH2:28][CH2:27][CH2:26][NH2:25])([c:48]2[cH:49][cH:50][cH:51][cH:52][cH:53]2)[S:30][C:31]([c:40]2[c:41]([F:47])[cH:42][cH:43][c:44]([F:46])[cH:45]2)=[N:32]1)=[O:39])[O:37][CH3:38]. Reactants: COC(OCc1ccccc1)C1CCN(C(=O)OC(C)(C)C)CC1, ClCCl, CC(C)(C)[Si](C)(C)OS(=O)(=O)C(F)(F)F, Cc1cccc(C)n1. Reaction SMILES: [C:1]([O:2][C:3](=[O:4])[N:8]1[CH2:9][CH2:10][CH:11]([CH:14]([O:15][CH2:16][c:17]2[cH:18][cH:19][cH:20][cH:21][cH:22]2)[O:23][CH3:24])[CH2:12][CH2:13]1)([CH3:5])([CH3:6])[CH3:7].[Cl:48][CH2:49][Cl:50].[F:33][C:34]([F:35])([F:36])[S:37]([O:38][Si:39]([C:40]([CH3:41])([CH3:42])[CH3:43])([CH3:44])[CH3:45])(=[O:46])=[O:47].[n:25]1[c:26]([CH3:27])[cH:28][cH:29][cH:30][c:31]1[CH3:32]>>[NH:8]1[CH2:9][CH2:10][CH:11]([CH:14]([O:15][CH2:16][c:17]2[cH:18][cH:19][cH:20][cH:21][cH:22]2)[O:23][CH3:24])[CH2:12][CH2:13]1. Yields the product COC(OCc1ccccc1)C1CCNCC1. Starting materials: [BH4-], CCCCCCCCCOc1ccccc1C=O, CCCCCC, CCO, [Na+]. Yields the product CCCCCCCCCOc1ccccc1CO. As a reaction SMILES: [BH4-:19].[CH2:1]([CH2:2][CH2:3][CH2:4][CH2:5][CH2:6][CH2:7][CH2:8][CH3:9])[O:10][c:11]1[c:12]([CH:13]=[O:14])[cH:15][cH:16][cH:17][cH:18]1.[CH3:21][CH2:22][CH2:23][CH2:24][CH2:25][CH3:26].[CH3:27][CH2:28][OH:29].[Na+:20]>>[CH2:1]([CH2:2][CH2:3][CH2:4][CH2:5][CH2:6][CH2:7][CH2:8][CH3:9])[O:10][c:11]1[c:12]([CH2:13][OH:14])[cH:15][cH:16][cH:17][cH:18]1. The solvent is C(C)O (ethanol). Procedure details: 4′-Amino-4,4″-dimethoxy-[1,1′:3′,1″-terphenyl]-5′-carbonitrile (226 mg, 0.68 mmol) was heated in ethanol (28 mL) to bring most of the material into solution. After cooling to room temperature, 17% aqueous HCl (4 mL) was added and the reaction was cooled in an ice bath. Sodium nitrite (76 mg, 1.09 mmol) was added and the orange-red solution was stirred for 15 min in the ice bath. Sodium azide (71 mg, 1.09 mmol) was then added. After 20 min, the reaction was partitioned between ethyl acetate and s... The reactants are ice, NC1=C(C=C(C=C1C#N)C1=CC=C(C=C1)OC)C1=CC=C(C=C1)OC (4′-Amino-4,4″-dimethoxy-[1,1′:3′,1″-terphenyl]-5′-carbonitrile), Cl (HCl), N(=O)[O-].[Na+] (Sodium nitrite), [N-]=[N+]=[N-].[Na+] (Sodium azide). Reaction conditions: time 20 minute. The yield is 44.6%. The product is N(=[N+]=[N-])C1=C(C=C(C=C1C#N)C1=CC=C(C=C1)OC)C1=CC=C(C=C1)OC (4′-azido-4,4″-dimethoxy-[1,1′:3′,1″-terphenyl]-5′-carbonitrile). RXN SMILES: [NH2:1][C:2]1[C:7]([C:8]#[N:9])=[CH:6][C:5]([C:10]2[CH:15]=[CH:14][C:13]([O:16][CH3:17])=[CH:12][CH:11]=2)=[CH:4][C:3]=1[C:18]1[CH:23]=[CH:22][C:21]([O:24][CH3:25])=[CH:20][CH:19]=1.Cl.N([O-])=O.[Na+].[N-:31]=[N+:32]=[N-].[Na+]>C(O)C>[N:1]([C:2]1[C:7]([C:8]#[N:9])=[CH:6][C:5]([C:10]2[CH:11]=[CH:12][C:13]([O:16][CH3:17])=[CH:14][CH:15]=2)=[CH:4][C:3]=1[C:18]1[CH:23]=[CH:22][C:21]([O:24][CH3:25])=[CH:20][CH:19]=1)=[N+:31]=[N-:32] |f:2.3,4.5|. The reactants are C1CCOC1, [H-], [Na+], O, OC1CCCCC1NC(c1ccccc1)(c1ccccc1)c1ccccc1, BrCc1ccc(-c2nc3ccccc3o2)cc1. Product: c1ccc(C(NC2CCCCC2OCc2ccc(-c3nc4ccccc4o3)cc2)(c2ccccc2)c2ccccc2)cc1. RXN SMILES: [CH2:48]1[O:49][CH2:50][CH2:51][CH2:52]1.[H-:28].[Na+:29].[OH2:47].[c:1]1([C:7]([c:8]2[cH:9][cH:10][cH:11][cH:12][cH:13]2)([c:14]2[cH:15][cH:16][cH:17][cH:18][cH:19]2)[NH:20][CH:21]2[CH:22]([OH:27])[CH2:23][CH2:24][CH2:25][CH2:26]2)[cH:2][cH:3][cH:4][cH:5][cH:6]1.[o:30]1[c:31](-[c:39]2[cH:40][cH:41][c:42]([CH2:43][Br:44])[cH:45][cH:46]2)[n:32][c:33]2[c:34]1[cH:35][cH:36][cH:37][cH:38]2>>[c:1]1([C:7]([c:8]2[cH:9][cH:10][cH:11][cH:12][cH:13]2)([c:14]2[cH:15][cH:16][cH:17][cH:18][cH:19]2)[NH:20][CH:21]2[CH:22]([O:27][CH2:43][c:42]3[cH:41][cH:40][c:39](-[c:31]4[o:30][c:34]5[c:33]([n:32]4)[cH:38][cH:37][cH:36][cH:35]5)[cH:46][cH:45]3)[CH2:23][CH2:24][CH2:25][CH2:26]2)[cH:2][cH:3][cH:4][cH:5][cH:6]1. Reactants: C1(=CC=CC=C1)P(C1=CC=CC=C1)C1=CC=CC=C1 (Triphenylphosphine), OCCC1=CNC2=CC=C(C=C12)CCNC(CC1=CC=C(C=C1)OC)=O (N-[2-[3-(2-Hydroxyethyl)-1H-indol-5-yl]ethyl]-4-methoxybenzeneacetamide), C(Br)(Br)(Br)Br (CBr4). The solvent is C(Cl)Cl (CH2Cl2), C(Cl)Cl (CH2Cl2). Conditions: time 8 hour. The product is BrCCC1=CNC2=CC=C(C=C12)CCNC(CC1=CC=C(C=C1)OC)=O (N-[2-[3-(2-Bromoethyl)-1H-indol-5-yl]ethyl]-4-methoxybenzeneacetamide). Yield: 67.2%. RXN SMILES: C1(P(C2C=CC=CC=2)C2C=CC=CC=2)C=CC=CC=1.O[CH2:21][CH2:22][C:23]1[C:31]2[C:26](=[CH:27][CH:28]=[C:29]([CH2:32][CH2:33][NH:34][C:35](=[O:45])[CH2:36][C:37]3[CH:42]=[CH:41][C:40]([O:43][CH3:44])=[CH:39][CH:38]=3)[CH:30]=2)[NH:25][CH:24]=1.C(Br)(Br)(Br)[Br:47]>C(Cl)Cl>[Br:47][CH2:21][CH2:22][C:23]1[C:31]2[C:26](=[CH:27][CH:28]=[C:29]([CH2:32][CH2:33][NH:34][C:35](=[O:45])[CH2:36][C:37]3[CH:42]=[CH:41][C:40]([O:43][CH3:44])=[CH:39][CH:38]=3)[CH:30]=2)[NH:25][CH:24]=1. Procedure: Triphenylphosphine (149 mg) in dry CH2Cl2 (0.5 ml) was added dropwise at -10° to -5° under nitrogen to a stirred solution of the compound of section (a) (155 mg) and CBr4 (139 mg) in dry CH2Cl2 (10 ml). After stirring at room temperature for 20 h (overnight) the solution was evaporated in the presence of silica gel and the resultant fine powder was chromatographed [elution with EA:hexane (1:1)] to give the title compound as a pale yellow viscous oil (117 mg). T.l.c. EA, Rf 0.51 (major).